Task: describe an organic reaction: reactants, conditions, products, and yield. Dataset: the Open Reaction Database (ORD), a public repository of structured organic reaction records Starting materials: N1(CCNCC1)C1=C2C(=NC(=NC2=CC=C1)N)N (5-piperazin-1-yl-quinazoline-2,4-diamine), FC1=CC=C(C=C1)S(=O)(=O)Cl (4-fluorobenzene-sulfonyl chloride). Product: FC1=CC=C(C=C1)S(=O)(=O)N1CCN(CC1)C1=C2C(=NC(=NC2=CC=C1)N)N (5-[4-(4-Fluoro-benzenesulfonyl)-piperazin-1-yl]-quinazoline-2,4-diamine). The yield is 41.0%. As a reaction SMILES: [N:1]1([C:7]2[CH:16]=[CH:15][CH:14]=[C:13]3[C:8]=2[C:9]([NH2:18])=[N:10][C:11]([NH2:17])=[N:12]3)[CH2:6][CH2:5][NH:4][CH2:3][CH2:2]1.[F:19][C:20]1[CH:25]=[CH:24][C:23]([S:26](Cl)(=[O:28])=[O:27])=[CH:22][CH:21]=1>>[F:19][C:20]1[CH:25]=[CH:24][C:23]([S:26]([N:4]2[CH2:5][CH2:6][N:1]([C:7]3[CH:16]=[CH:15][CH:14]=[C:13]4[C:8]=3[C:9]([NH2:18])=[N:10][C:11]([NH2:17])=[N:12]4)[CH2:2][CH2:3]2)(=[O:28])=[O:27])=[CH:22][CH:21]=1. Reported procedure: Title compound was prepared via Resin Method using 5-piperazin-1-yl-quinazoline-2,4-diamine (50 mg; 0.2 mmol) and 4-fluorobenzene-sulfonyl chloride (79.8 mg; 0.41 mmol) to obtain 33.2 mg. (41% yield). 1H NMR (500 MHz, DMSO-d6) δ 8.35 (s, 1H), 7.89 (m, 2H), 7.54 (t, J=8.5 Hz, 2H), 7.38 (t, J=7.5 Hz, 1H), 6.97 (d, J=8.5 Hz, 1H), 6.93 (s, 1H), 6.83 (d, J=8.0 Hz, 1H), 5.92 (br s, 2H), 3.73 (d, J=11.5 Hz, 2H), 3.11 (d, J=12.0 Hz, 2H), 2.85 (t, J=11.5 Hz, 1H), 2.59 (t, J=11.5 Hz, 2H). ESIMS+404.4.5 m/... Starting materials: CCCCP(=O)CCCC (effective_coupling_partner), CC(C)(C)C(=O)Oc1ccccc1 (substrate). Reagents/catalysts: dcype. Reaction conditions: temperature 100 celsius, time 24 hour. Product: CCCCCP(=O)(CCCCC)c1ccccc1.